From a dataset of the Open Reaction Database (ORD), a public repository of structured organic reaction records. describe an organic reaction: reactants, conditions, products, and yield Reactants: N1=C(C=CC=C1)C=O (pyridinecarboxaldehyde), C(C)(C)(C)C1=CC(=NC=C1)C(C(=O)O)=C (4-t-Butylpyridinyl acrylic acid), compound ( 15 ). Product: C(C)(C)(C)C1=CC(=NC=C1)C(C(=O)O)=C (4-t-Butylpyridinyl acrylic acid), N1=C(C=CC=C1)C(C(=O)N)=C (pyridinyl acrylic amide). Reaction SMILES: [N:1]1C=CC=CC=1C=O.[C:9]([C:13]1[CH:18]=[CH:17][N:16]=[C:15]([C:19](=[CH2:23])[C:20]([OH:22])=[O:21])[CH:14]=1)([CH3:12])([CH3:11])[CH3:10]>>[C:9]([C:13]1[CH:18]=[CH:17][N:16]=[C:15]([C:19](=[CH2:23])[C:20]([OH:22])=[O:21])[CH:14]=1)([CH3:12])([CH3:11])[CH3:10].[N:16]1[CH:17]=[CH:18][CH:13]=[CH:14][C:15]=1[C:19](=[CH2:23])[C:20]([NH2:1])=[O:21]. Procedure: The Scheme 3 shows a proposed process for synthesizing pyridinyl acrylic amide (16) with t-butyl group. Substituted pyridinecarboxaldehyde with t-butyl group (12) is prepared by reduction followed by radical substitution method (J. Heterocyclic Chem., 1989, 25, 45-48). Substituted nicotinic ester (10) is converted to corresponding pyridine-3-methanol (11). Pyridinyl-3-methanol is reacted with pivalic acid and silver nitrate to give pyridinecarboxaldehyde (12) via Tada's radical substitution. Com... Reactants: C(C)OCC (diethyl ether), C(C)OC1=NC(=CC(N1C=1C=CC2=C(C(=NS2)C=2C=C(C(=CC2)O)C)C1)=O)C(F)(F)F (2-ethoxy-3-[3-(6-hydroxy-m-tolyl)-1,2-benzisothiazol-5-yl]-6-(trifluoromethyl)-4(3H)-pyrimidinone), C([O-])([O-])=O.[K+].[K+] (potassium carbonate), BrCC(=O)OC (methyl bromoacetate), CN(C=O)C (N,N-dimethylformamide). Solvent: C(Cl)Cl (methylene chloride), C(C)(=O)OCC (ethyl acetate). Run at time 8 hour. The product is COC(COC1=CC(=C(C=C1)C)C1=NSC2=C1C=C(C=C2)N2C(=NC(=CC2=O)C(F)(F)F)OCC)=O (Methyl{{2-[5-[2-ethoxy-6-oxo-4-(trifluoromethyl)-1(6H)-pyrimidinyl]-1,2-benzisothiazol-3-yl}-p-tolyl}oxy}acetate). RXN SMILES: [CH2:1]([O:3][C:4]1[N:9]([C:10]2[CH:11]=[CH:12][C:13]3[S:17][N:16]=[C:15]([C:18]4[CH:19]=[C:20](C)[C:21](O)=[CH:22][CH:23]=4)[C:14]=3[CH:26]=2)[C:8](=[O:27])[CH:7]=[C:6]([C:28]([F:31])([F:30])[F:29])[N:5]=1)[CH3:2].[C:32](=[O:35])([O-])[O-].[K+].[K+].BrC[C:40](OC)=[O:41].[CH2:44](OCC)C.CN(C)[CH:51]=[O:52]>C(OCC)(=O)C.C(Cl)Cl>[CH3:40][O:41][C:51](=[O:52])[CH2:32][O:35][C:20]1[CH:21]=[CH:22][C:23]([CH3:44])=[C:18]([C:15]2[C:14]3[CH:26]=[C:10]([N:9]4[C:8](=[O:27])[CH:7]=[C:6]([C:28]([F:31])([F:29])[F:30])[N:5]=[C:4]4[O:3][CH2:1][CH3:2])[CH:11]=[CH:12][C:13]=3[S:17][N:16]=2)[CH:19]=1 |f:1.2.3|. Procedure details: A mixture of 2-ethoxy-3-[3-(6-hydroxy-m-tolyl)-1,2-benzisothiazol-5-yl]-6-(trifluoromethyl)-4(3H)-pyrimidinone (0.470 g, 1.05 mmol), potassium carbonate (0.190 g, 1.37 mmol) and methyl bromoacetate (0.210 g, 1.37 mmol) in N,N-dimethylformamide is stirred overnight at room temperature, diluted with ethyl acetate, washed sequentially with water and brine, dried over anhydrous magnesium sulfate, and concentrated in vacuo to obtain a solid. Flash column chromatography of the solid using silica gel a... Reaction SMILES: [F:1][C:2]1[C:31]([N:32]2[CH2:38][CH2:37][CH2:36][O:35][CH2:34][CH2:33]2)=[CH:30][C:5]2[NH:6][C:7]([C:9]3[C:13]([NH:14][C:15](=[O:23])[N:16]([CH:20]([CH3:22])[CH3:21])[CH:17]([CH3:19])[CH3:18])=[CH:12][N:11](C4CCCCO4)[N:10]=3)=[N:8][C:4]=2[CH:3]=1.Cl>O1CCOCC1>[F:1][C:2]1[C:31]([N:32]2[CH2:38][CH2:37][CH2:36][O:35][CH2:34][CH2:33]2)=[CH:30][C:5]2[NH:6][C:7]([C:9]3[C:13]([NH:14][C:15](=[O:23])[N:16]([CH:17]([CH3:18])[CH3:19])[CH:20]([CH3:22])[CH3:21])=[CH:12][NH:11][N:10]=3)=[N:8][C:4]=2[CH:3]=1. Procedure: A solution of 600 mg of 3-[3-(5-fluoro-6-perhydro-1,4-oxazepin-4-yl-1H-benzimidazol-2-yl)-1-(tetrahydropyran-2-yl)-1H-pyrazol-4-yl]-1,1-diisopropylurea in solution in 5 mL of a 4N solution of hydrochloric acid in dioxane is stirred at 22° C. for 4 hours. After evaporation, the reaction crude is purified by preparative HPLC and then by preparative LC/MS, with, as eluent, a gradient of water, with acetonitrile, containing respectively 0.07% of trifluoroacetic acid. 48 mg of 3-[3-(5-fluoro-6-perhyd... Isolated yield 9.5%. The solvent is O1CCOCC1 (dioxane). The product is FC1=CC2=C(NC(=N2)C2=NNC=C2NC(N(C(C)C)C(C)C)=O)C=C1N1CCOCCC1 (3-[3-(5-fluoro-6-perhydro-1,4-oxazepin-4-yl-1H-benzimidazol-2-yl)-1H-pyrazol-4-yl]-1,1-diisopropylurea). Starting materials: FC1=CC2=C(NC(=N2)C2=NN(C=C2NC(N(C(C)C)C(C)C)=O)C2OCCCC2)C=C1N1CCOCCC1 (3-[3-(5-fluoro-6-perhydro-1,4-oxazepin-4-yl-1H-benzimidazol-2-yl)-1-(tetrahydropyran-2-yl)-1H-pyrazol-4-yl]-1,1-diisopropylurea), solution, Cl (hydrochloric acid). Starting materials: N#Cc1ccc(-c2ccc(O)cc2)cc1, CCCC(=O)O, [Cl-], c1ccncc1, c1ccccc1. Yields the product CCCC(=O)Oc1ccc(-c2ccc(C#N)cc2)cc1. As a reaction SMILES: [C:1](#[N:2])[c:3]1[cH:4][cH:5][c:6](-[c:9]2[cH:10][cH:11][c:12]([OH:15])[cH:13][cH:14]2)[cH:7][cH:8]1.[C:23]([CH2:24][CH2:25][CH3:26])(=[O:27])[OH:28].[Cl-:22].[cH:16]1[cH:17][cH:18][n:19][cH:20][cH:21]1.[cH:29]1[cH:30][cH:31][cH:32][cH:33][cH:34]1>>[C:1](#[N:2])[c:3]1[cH:4][cH:5][c:6](-[c:9]2[cH:10][cH:11][c:12]([O:15][C:23]([CH2:24][CH2:25][CH3:26])=[O:27])[cH:13][cH:14]2)[cH:7][cH:8]1. The reactants are BrC=1C(=NC(=CC1)C(=O)OCC)NC(=S)NC(=O)OCC (N-(3-bromo-6-ethoxycarbonyl-pyridin-2-yl)-N′-ethoxycarbonyl-thiourea), Cl.NO (hydroxylamine hydrochloride), C(C)(C)N(CC)C(C)C (diisopropyl ethylamine). The solvent is CO (methanol). Reaction conditions: time 4 hour. The product is COC(=O)C1=CC=C(C=2N1N=C(N2)N)Br (2-Amino-8-bromo-[1,2,4]triazolo[1,5-a]pyridine-5-carboxylic acid methyl ester), solid. Yield: 53.0%. As a reaction SMILES: [Br:1][C:2]1[C:3]([NH:13][C:14]([NH:16]C(OCC)=O)=S)=[N:4][C:5]([C:8]([O:10][CH2:11]C)=[O:9])=[CH:6][CH:7]=1.Cl.NO.C([N:28](C(C)C)CC)(C)C>CO>[CH3:11][O:10][C:8]([C:5]1[N:4]2[N:28]=[C:14]([NH2:16])[N:13]=[C:3]2[C:2]([Br:1])=[CH:7][CH:6]=1)=[O:9] |f:1.2|. Procedure: To a solution of N-(3-bromo-6-ethoxycarbonyl-pyridin-2-yl)-N′-ethoxycarbonyl-thiourea (2 g, 5.52 mmol) in dry methanol (10 mL) were added hydroxylamine hydrochloride (1.92 g, 27.62 mmol) and diisopropyl ethylamine (2.98 mL, 16.57 mmol) under an argon atmosphere and stirred at room temperature for 4 hours. The solid was filtered and methanol (40 mL) was added to residue. The reaction mixture was heated to reflux for 12 hours. The solvent was evaporated and the title compound was obtained as off w... Reactants: Cc1ccc(C2(c3ccc(C)cc3)OC(=O)N3CCNCC32)cc1, O=C=Nc1ccc(F)cc1F, C1CCOC1, O. Yields the product Cc1ccc(C2(c3ccc(C)cc3)OC(=O)N3CCN(C(=O)Nc4ccc(F)cc4F)CC32)cc1. RXN SMILES: [CH3:1][c:2]1[cH:3][cH:4][c:5]([C:8]2([c:18]3[cH:19][cH:20][c:21]([CH3:24])[cH:22][cH:23]3)[O:9][C:10](=[O:17])[N:11]3[CH:12]2[CH2:13][NH:14][CH2:15][CH2:16]3)[cH:6][cH:7]1.[F:25][c:26]1[c:27]([N:33]=[C:34]=[O:35])[cH:28][cH:29][c:30]([F:32])[cH:31]1.[O:36]1[CH2:37][CH2:38][CH2:39][CH2:40]1.[OH2:41]>>[CH3:1][c:2]1[cH:3][cH:4][c:5]([C:8]2([c:18]3[cH:19][cH:20][c:21]([CH3:24])[cH:22][cH:23]3)[O:9][C:10](=[O:17])[N:11]3[CH:12]2[CH2:13][N:14]([C:34]([NH:33][c:27]2[c:26]([F:25])[cH:31][c:30]([F:32])[cH:29][cH:28]2)=[O:35])[CH2:15][CH2:16]3)[cH:6][cH:7]1. As a reaction SMILES: [CH3:1][C:2]([CH3:21])=[CH:3][CH2:4][C@@H:5]([OH:20])[C:6]1[C:16](=[O:17])[C:15]2[C:14]([OH:18])=[CH:13][CH:12]=[C:11]([OH:19])[C:10]=2[C:8](=[O:9])[CH:7]=1.C1(N=C=NC2CCCCC2)CCCCC1.[C:37](O)(=[O:41])[CH2:38][CH2:39][CH3:40]>CN(C)C1C=CN=CC=1.ClCCl>[C:37]([O:20][CH:5]([C:6]1[C:16](=[O:17])[C:15]2[C:10]([C:8](=[O:9])[CH:7]=1)=[C:11]([OH:19])[CH:12]=[CH:13][C:14]=2[OH:18])[CH2:4][CH:3]=[C:2]([CH3:21])[CH3:1])(=[O:41])[CH2:38][CH2:39][CH3:40]. Procedure: 288 mg (1 mmole) of shikonin, 226 mg (1.1 mmole) of dicyclohexylcarbodiimide and 30 mg (0.25 mmole) of 4-dimethylaminopyridine were dissolved in 3 ml of dry dichloromethane. To the resulting solution was added 88 mg (1 mmole) of n-butanoic acid at 0° C. under nitrogen gas, and the mixture was stirred for 30 minutes and then at room temperature for further 3 hours. The resulting product was separated and purified according to the procedures as described in Example 1 to obtain 186 mg (Yield: 52%) ... Reactants: CC(=CC[C@H](C1=CC(=O)C=2C(=CC=C(C2C1=O)O)O)O)C (shikonin), C1(CCCCC1)N=C=NC1CCCCC1 (dicyclohexylcarbodiimide), C(CCC)(=O)O (n-butanoic acid). Run in ClCCl (dichloromethane). Reagents/catalysts: CN(C1=CC=NC=C1)C (4-dimethylaminopyridine). Yields the product C(CCC)(=O)OC(CC=C(C)C)C=1C(C2=C(C=CC(=C2C(C1)=O)O)O)=O (2-(1-n-butanoyloxy-4-methyl-3-pentenyl)-5,8-dihydroxy-1,4-naphthoquinone). Conditions: time 30 minute. The yield is 51.9%.